From a dataset of the Open Reaction Database (ORD), a public repository of structured organic reaction records. describe an organic reaction: reactants, conditions, products, and yield Starting materials: C(CCC)[Li] (Butyllithium), N#N (N2), CC(C)(C)[Si](OCC1=CC(=CC=C1)OCOC)(C)C ((1,1-dimethylethyl)(dimethyl){[(3-{[(methyloxy)methyl]oxy}phenyl)methyl]oxy}silane), CC(C)(C)[Si](OCC1=CC(=CC=C1)OCOC)(C)C ((1,1-dimethylethyl)(dimethyl){[(3-{[(methyloxy)methyl]oxy}phenyl)methyl]oxy}silane), ClC(=O)OCC (ethyl chloroformate). The solvent is CCCCCC (hexane), CCCCCC (hexane), O1CCCC1 (tetrahydrofuran). Run at time 5 minute. The product is [Si](C)(C)(C(C)(C)C)OCC1=C(C(=O)OCC)C(=CC=C1)OCOC (Ethyl 2-[[tert-butyl(dimethyl)silyl]oxymethyl]-6-(methoxymethoxy)benzoate). Isolated yield 74.2%. As a reaction SMILES: N#N.[CH3:3][C:4]([Si:7]([CH3:21])([CH3:20])[O:8][CH2:9][C:10]1[CH:15]=[CH:14][CH:13]=[C:12]([O:16][CH2:17][O:18][CH3:19])[CH:11]=1)([CH3:6])[CH3:5].C([Li])CCC.Cl[C:28]([O:30][CH2:31][CH3:32])=[O:29]>CCCCCC.O1CCCC1>[Si:7]([O:8][CH2:9][C:10]1[CH:15]=[CH:14][CH:13]=[C:12]([O:16][CH2:17][O:18][CH3:19])[C:11]=1[C:28]([O:30][CH2:31][CH3:32])=[O:29])([C:4]([CH3:3])([CH3:5])[CH3:6])([CH3:20])[CH3:21]. Procedure: Under nitrogen flush, in a 2-necked 100 ml round-bottomed flask equipped with a reflux condenser (flammed for 5 minutes under vacuum and then 3 cycles of N2/vacuum), (1,1-dimethylethyl)(dimethyl){[(3-{[(methyloxy)methyl]oxy}phenyl)methyl]oxy}silane (Intermediate 103, 1.5 g, 5.31 mmol) was dissolved in hexane (20 ml) to give a colourless solution. Butyllithium 1.6N in hexane (4.31 ml, 6.9 mmol) was added dropwise and the reaction mixture was stirred at room temperature. After 2 hours stirring in ... Reactants: C1CCOC1, COC(=O)C1CCC(O)(c2ncc(-c3cc(CN=[N+]=[N-])cc(Nc4nccc(C(F)(F)F)n4)c3)s2)CC1(C)C, O, c1ccc(P(c2ccccc2)c2ccccc2)cc1. Yields the product COC(=O)C1CCC(O)(c2ncc(-c3cc(CN)cc(Nc4nccc(C(F)(F)F)n4)c3)s2)CC1(C)C. RXN SMILES: [CH2:59]1[O:60][CH2:61][CH2:62][CH2:63]1.[CH3:1][O:2][C:3](=[O:4])[CH:5]1[C:6]([CH3:38])([CH3:39])[CH2:7][C:8]([OH:11])([c:12]2[s:13][c:14](-[c:17]3[cH:18][c:19]([CH2:34][N:35]=[N+:36]=[N-:37])[cH:20][c:21]([NH:23][c:24]4[n:25][cH:26][cH:27][c:28]([C:30]([F:31])([F:32])[F:33])[n:29]4)[cH:22]3)[cH:15][n:16]2)[CH2:9][CH2:10]1.[OH2:64].[c:40]1([P:41]([c:42]2[cH:43][cH:44][cH:45][cH:46][cH:47]2)[c:48]2[cH:49][cH:50][cH:51][cH:52][cH:53]2)[cH:54][cH:55][cH:56][cH:57][cH:58]1>>[CH3:1][O:2][C:3](=[O:4])[CH:5]1[C:6]([CH3:38])([CH3:39])[CH2:7][C:8]([OH:11])([c:12]2[s:13][c:14](-[c:17]3[cH:18][c:19]([CH2:34][NH2:35])[cH:20][c:21]([NH:23][c:24]4[n:25][cH:26][cH:27][c:28]([C:30]([F:31])([F:32])[F:33])[n:29]4)[cH:22]3)[cH:15][n:16]2)[CH2:9][CH2:10]1. Reactants: N1(N=CC=C1)C=1C(=NC=CC1)C(=O)N[C@@H]1[C@H](CCC1)NC1=NC=C(N=C1)C(F)(F)F (3-(1H-Pyrazol-1-yl)-N-[(1S,2S)-2-{[5-(trifluoromethyl)pyrazin-2-yl]amino}cyclopentyl]pyridine-2-carboxamide), BrC1=C(C(=O)N[C@@H]2[C@H](CCC2)NC2=NC=C(N=C2)C(F)(F)F)C(=CC=C1)OC (2-Bromo-6-methoxy-N-[(1S,2S)-2-{[5-(trifluoromethyl)pyrazin-2-yl]amino}cyclopentyl]benzamide), N1N=CC=C1 (1H-pyrazole). Product: COC1=C(C(=O)N[C@@H]2[C@H](CCC2)NC2=NC=C(N=C2)C(F)(F)F)C(=CC=C1)N1N=CC=C1 (2-Methoxy-6-(1H-pyrazol-1-yl)-N-[(1S,2S)-2-{[5-(trifluoromethyl)pyrazin-2-yl]amino}cyclopentyl]benzamide). Reaction SMILES: [N:1]1([C:6]2[C:7]([C:12]([NH:14][C@H:15]3[CH2:19][CH2:18][CH2:17][C@@H:16]3[NH:20][C:21]3[CH:26]=[N:25][C:24]([C:27]([F:30])([F:29])[F:28])=[CH:23][N:22]=3)=[O:13])=N[CH:9]=[CH:10][CH:11]=2)[CH:5]=[CH:4][CH:3]=[N:2]1.BrC1C=CC=[C:53]([O:57][CH3:58])C=1C(N[C@H]1CCC[C@@H]1NC1C=NC(C(F)(F)F)=CN=1)=O.N1C=CC=N1>>[CH3:53][O:57][C:58]1[CH:9]=[CH:10][CH:11]=[C:6]([N:1]2[CH:5]=[CH:4][CH:3]=[N:2]2)[C:7]=1[C:12]([NH:14][C@H:15]1[CH2:19][CH2:18][CH2:17][C@@H:16]1[NH:20][C:21]1[CH:26]=[N:25][C:24]([C:27]([F:28])([F:30])[F:29])=[CH:23][N:22]=1)=[O:13]. Reported procedure: Prepared according to the procedure for 3-(1H-pyrazol-1-yl)-N-[(1S,2S)-2-{[5-(trifluoromethyl)pyrazin-2-yl]amino}cyclopentyl]pyridine-2-carboxamide (Example 43) from 2-bromo-6-methoxy-N-[(1S,2S)-2-{[5-(trifluoromethyl)pyrazin-2-yl]amino}cyclopentyl]benzamide (Example 49; 100 mg, 0.218 mmol) and 1H-pyrazole (30 mg, 0.435 mmol) to afford the title compound.